This data is from the Open Reaction Database (ORD), a public repository of structured organic reaction records. The task is: describe an organic reaction: reactants, conditions, products, and yield Starting materials: ester, ClC=1SC2=C(N1)C(=CC(=C2)C(=O)OC)OC (methyl 2-chloro-4-methoxybenzo[d]thiazole-6-carboxylate), C12CC(CC(CC1)N2)OCC=2C(=NOC2C2CC2)C2=C(C=CC=C2)OC(F)(F)F (4-((8-azabicyclo[3.2.1]octan-3-yloxy)methyl)-5-cyclopropyl-3-(2-(trifluoromethoxy)phenyl)isoxazole), C(C)(C)N(CC)C(C)C (diisopropylethylamine). The solvent is CC(=O)N(C)C (dimethylacetamide), C(C)(=O)OCC (ethyl acetate), C([O-])(O)=O.[Na+] (sodium bicarbonate). Conditions: temperature 120 celsius. The product is C1(CC1)C1=C(C(=NO1)C1=C(C=CC=C1)OC(F)(F)F)COC1CC2CCC(C1)N2C=2SC1=C(N2)C(=CC(=C1)C(=O)OC)OC (Methyl 2-(3-((5-cyclopropyl-3-(2-(trifluoromethoxy)phenyl)isoxazol-4-yl)methoxy)-8-azabicyclo[3.2.1]octan-8-yl)-4-methoxybenzo[d]thiazole-6-carboxylate). Isolated yield 53.3%. RXN SMILES: Cl[C:2]1[S:3][C:4]2[CH:10]=[C:9]([C:11]([O:13][CH3:14])=[O:12])[CH:8]=[C:7]([O:15][CH3:16])[C:5]=2[N:6]=1.[CH:17]12[NH:24][CH:21]([CH2:22][CH2:23]1)[CH2:20][CH:19]([O:25][CH2:26][C:27]1[C:28]([C:35]3[CH:40]=[CH:39][CH:38]=[CH:37][C:36]=3[O:41][C:42]([F:45])([F:44])[F:43])=[N:29][O:30][C:31]=1[CH:32]1[CH2:34][CH2:33]1)[CH2:18]2.C(N(C(C)C)CC)(C)C>CC(N(C)C)=O.C(OCC)(=O)C.C(=O)(O)[O-].[Na+]>[CH:32]1([C:31]2[O:30][N:29]=[C:28]([C:35]3[CH:40]=[CH:39][CH:38]=[CH:37][C:36]=3[O:41][C:42]([F:43])([F:44])[F:45])[C:27]=2[CH2:26][O:25][CH:19]2[CH2:18][CH:17]3[N:24]([C:2]4[S:3][C:4]5[CH:10]=[C:9]([C:11]([O:13][CH3:14])=[O:12])[CH:8]=[C:7]([O:15][CH3:16])[C:5]=5[N:6]=4)[CH:21]([CH2:22][CH2:23]3)[CH2:20]2)[CH2:33][CH2:34]1 |f:5.6|. Procedure details: The ester, methyl 2-chloro-4-methoxybenzo[d]thiazole-6-carboxylate (124 mg, 0.48 mmol) and 4-((8-azabicyclo[3.2.1]octan-3-yloxy)methyl)-5-cyclopropyl-3-(2-(trifluoromethoxy)phenyl)isoxazole (200 mg, 0.48 mmol) and diisopropylethylamine (0.1 mL, 0.7 mmol) were sequentially dissolved in dimethylacetamide (1 mL) and heated to 120° C. overnight. The reaction mixture was allowed to cool to room temperature and then diluted with ethyl acetate and aqueous saturated sodium bicarbonate solution. The orga... RXN SMILES: [CH3:41][CH2:42][O:43][C:44](=[O:45])[CH3:46].[CH3:54][C:55]#[N:56].[Ce+3:22].[F:1][c:2]1[cH:3][n:4][c:5]([O:10][c:11]2[cH:12][cH:13][c:14]([OH:15])[cH:16][cH:17]2)[c:6]([C:8]#[N:9])[n:7]1.[N+:18]([O-:19])([O-:20])=[O:21].[N+:25]([O-:26])([O-:27])=[O:28].[N+:29]([O-:30])([O-:31])=[O:32].[N+:33]([O-:34])([O-:35])=[O:36].[N+:37]([O-:38])([O-:39])=[O:40].[NH4+:23].[NH4+:24].[Na+:52].[Na+:53].[OH2:57].[S:47]([O-:48])([O-:49])(=[O:50])=[S:51]>>[F:1][c:2]1[cH:3][nH:4][c:5](=[O:10])[c:6]([C:8]#[N:9])[n:7]1. Product: N#Cc1nc(F)c[nH]c1=O. The reactants are CCOC(C)=O, CC#N, [Ce+3], N#Cc1nc(F)cnc1Oc1ccc(O)cc1, O=[N+]([O-])[O-], O=[N+]([O-])[O-], O=[N+]([O-])[O-], O=[N+]([O-])[O-], O=[N+]([O-])[O-], [NH4+], [NH4+], [Na+], [Na+], O, O=S([O-])([O-])=S. Starting materials: ClC1=C(C(=O)C2=C(C=CC=C2)F)C=CC(=C1Cl)O (2,3-dichloro-4-hydroxy-2'-fluoro-benzophenone), Cl.NO (hydroxylamine hydrochloride). Solvent: N1=CC=CC=C1 (pyridine). Product: ClC1=C(C(C2=C(C=CC=C2)F)=NO)C=CC(=C1Cl)O (2,3-dichloro-4-hydroxy-2'-fluorobenzophenone oxime). As a reaction SMILES: [Cl:1][C:2]1[C:16]([Cl:17])=[C:15]([OH:18])[CH:14]=[CH:13][C:3]=1[C:4]([C:6]1[CH:11]=[CH:10][CH:9]=[CH:8][C:7]=1[F:12])=O.Cl.[NH2:20][OH:21]>N1C=CC=CC=1>[Cl:1][C:2]1[C:16]([Cl:17])=[C:15]([OH:18])[CH:14]=[CH:13][C:3]=1[C:4](=[N:20][OH:21])[C:6]1[CH:11]=[CH:10][CH:9]=[CH:8][C:7]=1[F:12] |f:1.2|. Reported procedure: A solution of 31.8 g of 2,3-dichloro-4-hydroxy-2'-fluoro-benzophenone and 15.3 g of hydroxylamine hydrochloride in 150 ml of pyridine is refluxed for 64 hours. Thereafter, the pyridine is evaporated under vacuum and a 5% aqueous hydrochloric acid solution is added. The acidified solution is extracted with ethyl acetate and the combined extracts are dried before being concentrated to dryness. The resulting solid is recrystallized from an aqueous ethanol solution to yield the product 2,3-dichloro-... The reactants are CO, CN1CCCC1=O, Nc1nc(F)cc(F)n1, [Na+], [OH-], O, Oc1ccc(Cl)cc1. Yields the product Nc1nc(F)cc(Oc2ccc(Cl)cc2)n1. As a reaction SMILES: [CH3:21][OH:22].[CH3:23][N:24]1[CH2:25][CH2:26][CH2:27][C:28]1=[O:29].[NH2:11][c:12]1[n:13][c:14]([F:19])[cH:15][c:16]([F:18])[n:17]1.[Na+:2].[OH-:1].[OH2:20].[OH:3][c:4]1[cH:5][cH:6][c:7]([Cl:8])[cH:9][cH:10]1>>[O:3]([c:4]1[cH:5][cH:6][c:7]([Cl:8])[cH:9][cH:10]1)[c:16]1[cH:15][c:14]([F:19])[n:13][c:12]([NH2:11])[n:17]1. Reactants: C1(=CC=CC=C1)S(=O)(=O)N (Benzenesulfonamide), C(C)OC(C(C(=O)O)(C)C)=O (3-ethoxy-2,2-dimethyl-3-oxopropanoic acid), C1(=CC=CC=C1)S(=O)(=O)Cl (benzenesulfonyl chloride), N (ammonia), C1(=CC=CC=C1)S(=O)(=O)N (Benzenesulfonamide), C1CCC(CC1)N=C=NC2CCCCC2 (DCC). The reagents and catalysts are CN(C1=CC=NC=C1)C (N,N-dimethylpyridin-4-amine). Run in ClCCCl (DCE), O1CCCC1 (tetrahydrofuran). Run at temperature 40 celsius. Yields the product CC(C(=O)O)(C(NS(=O)(=O)C1=CC=CC=C1)=O)C (2,2-dimethyl-3-oxo-3-[(phenylsulfonyl)amino]propanoic acid), crude product. Reaction SMILES: [C:1]1([S:7]([NH2:10])(=[O:9])=[O:8])[CH:6]=[CH:5][CH:4]=[CH:3][CH:2]=1.C1(S(Cl)(=O)=O)C=CC=CC=1.N.C([O:24][C:25](=[O:32])[C:26]([CH3:31])([CH3:30])[C:27](O)=[O:28])C.C1CCC(N=C=NC2CCCCC2)CC1>O1CCCC1.CN(C)C1C=CN=CC=1.ClCCCl>[CH3:30][C:26]([CH3:31])([C:27](=[O:28])[NH:10][S:7]([C:1]1[CH:6]=[CH:5][CH:4]=[CH:3][CH:2]=1)(=[O:9])=[O:8])[C:25]([OH:32])=[O:24]. Reported procedure: Benzenesulfonamide was made by adding benzenesulfonyl chloride to a solution of ammonia in tetrahydrofuran and evaporating to a solid. Benzenesulfonamide (87 mg, 0.50 mmole) was added to a shaken suspension of 3-ethoxy-2,2-dimethyl-3-oxopropanoic acid (100 mg, 0.62 mmole) reactivated on PS-DCC resin (1.62 g, 1.25 mmole) and 1.50 mmole of N,N-dimethylpyridin-4-amine in DCE. When reaction is complete the resin is filtered off and the organic layer washed with 1N HCl dried and evaporated. The resul... As a reaction SMILES: [CH3:1][C:2]1[N:7]=C(C#N)[CH:5]=[CH:4][C:3]=1[C:10]1[CH:18]=[C:17]([C:19]([F:22])([F:21])[F:20])[CH:16]=[C:15]2[C:11]=1[CH:12]=[N:13][NH:14]2.[OH-:23].[Na+].Cl.[CH3:26][CH2:27][OH:28]>>[CH3:1][C:2]1[N:7]=[C:26]([C:27]([OH:23])=[O:28])[CH:5]=[CH:4][C:3]=1[C:10]1[CH:18]=[C:17]([C:19]([F:22])([F:21])[F:20])[CH:16]=[C:15]2[C:11]=1[CH:12]=[N:13][NH:14]2 |f:1.2|. Reported procedure: To 6-methyl-5-(6-(trifluoromethyl)-1H-indazol-4-yl)picolinonitrile (1.7 g, 5.62 mmol) in EtOH (20 mL) was added sodium hydroxide (14.06 mL, 28.1 mmol) and the resulting mixture was stirred for 16 hours at reflux. The mixture was subsequently cooled to room temperature and acidified with concentrated HCl. Volatiles were evaporated and the residue purified by CombiFlash® chromatography (5-40% MeOH in DCM over 120 minutes). The product-containing fractions were combined and concentrated in vacuo to... The yield is 89.0%. Run at time 16 hour. Yields the product CC1=C(C=CC(=N1)C(=O)O)C1=C2C=NNC2=CC(=C1)C(F)(F)F (6-methyl-5-(6-(trifluoromethyl)-1H-indazol-4-yl)picolinic acid). Starting materials: CC1=C(C=CC(=N1)C#N)C1=C2C=NNC2=CC(=C1)C(F)(F)F (6-methyl-5-(6-(trifluoromethyl)-1H-indazol-4-yl)picolinonitrile), [OH-].[Na+] (sodium hydroxide), CCO (EtOH), Cl (HCl). The reactants are ClCc1ccc(OCc2ccccc2)cc1, CCCc1nc2nccc(C)c2[nH]1, [H-], [Na+], CN(C)C=O. Product: CCCc1nc2c(C)ccnc2n1Cc1ccc(OCc2ccccc2)cc1. RXN SMILES: [CH2:16]([c:17]1[cH:18][cH:19][cH:20][cH:21][cH:22]1)[O:23][c:24]1[cH:25][cH:26][c:27]([CH2:28][Cl:29])[cH:30][cH:31]1.[CH3:1][c:2]1[c:3]2[c:4]([n:5][cH:6][cH:7]1)[n:8][c:9]([CH2:11][CH2:12][CH3:13])[nH:10]2.[H-:15].[Na+:14].[O:32]=[CH:33][N:34]([CH3:35])[CH3:36]>>[CH3:1][c:2]1[c:3]2[c:4]([n:5][cH:6][cH:7]1)[n:8]([CH2:28][c:27]1[cH:26][cH:25][c:24]([O:23][CH2:16][c:17]3[cH:18][cH:19][cH:20][cH:21][cH:22]3)[cH:31][cH:30]1)[c:9]([CH2:11][CH2:12][CH3:13])[n:10]2.